From a dataset of the Open Reaction Database (ORD), a public repository of structured organic reaction records. describe an organic reaction: reactants, conditions, products, and yield Reactants: C1=CC=CC=2OCC3=C(C(C21)C(C=O)CC=C)C=CC=C3 (2-[6,11 -dihydro-dibenzo[b,e]oxepin-11-yl]-pent-4-en-1-al), C(=O)(O)[O-].[Na+] (NaHCO3), Cl.CN (methylamine hydrochloride), C(#N)[BH3-].[Na+] (sodium cyanoborohydride). The solvent is C1CCOC1 (THF), CO (MeOH), ClCCl (dichloromethane). Reaction conditions: time 23 hour. Product: CNCC(CC=C)C1C2=C(OCC3=C1C=CC=C3)C=CC=C2 (N-methyl-2-[6,11-dihydro-dibenzo[b,e]oxepin-11-yl]-pent-4-en-1-amine). Yield: 72.0%. Reaction SMILES: [CH:1]1[C:11]2[CH:10]([CH:12]([CH2:15][CH:16]=[CH2:17])[CH:13]=O)[C:9]3[CH:18]=[CH:19][CH:20]=[CH:21][C:8]=3[CH2:7][O:6][C:5]=2[CH:4]=[CH:3][CH:2]=1.Cl.[CH3:23][NH2:24].C([BH3-])#N.[Na+].C([O-])(O)=O.[Na+]>C1COCC1.CO.ClCCl>[CH3:23][NH:24][CH2:13][CH:12]([CH:10]1[C:9]2[CH:18]=[CH:19][CH:20]=[CH:21][C:8]=2[CH2:7][O:6][C:5]2[CH:4]=[CH:3][CH:2]=[CH:1][C:11]1=2)[CH2:15][CH:16]=[CH2:17] |f:1.2,3.4,5.6|. Procedure: Dissolved 2-[6,11 -dihydro-dibenzo[b,e]oxepin-11-yl]-pent-4-en-1-al (5.0 g, 18.0 mmol) in 20 mL of dry THF and 60 mL of dry MeOH. Added 3 A molecular sieves, methylamine hydrochloride (6.1 g, 89.8 mmol), and then sodium cyanoborohydride (1.13 g, 18.0 mmol). Stirred at room temperature for 23 hours. Evaporated reaction mixture. Added 80 mL of saturated NaHCO3 and 80 mL of dichloromethane. FIltered through celite. Separated layers. Extracted aqueous solution with dichloromethane. Dried combined or... Starting materials: C(=O)C1=C(C=C(C#N)C=C1)OC (4-Formyl-3-methoxybenzonitrile), CC=1N=C(SC1)CC(=O)C (1-(4-Methyl-1,3-thiazol-2-yl)acetone), N1CCCCC1 (piperidine), C(C)(=O)O (acetic acid). The solvent is ClCCl (dichloromethane). The product is COC=1C=C(C#N)C=CC1C=C(C(C)=O)C=1SC=C(N1)C (3-Methoxy-4-[2-(4-methyl-1,3-thiazol-2-yl)-3-oxobut-1-en-1-yl]benzonitrile). RXN SMILES: [CH:1]([C:3]1[CH:10]=[CH:9][C:6]([C:7]#[N:8])=[CH:5][C:4]=1[O:11][CH3:12])=O.[CH3:13][C:14]1[N:15]=[C:16]([CH2:19][C:20]([CH3:22])=[O:21])[S:17][CH:18]=1.N1CCCCC1.C(O)(=O)C>ClCCl>[CH3:12][O:11][C:4]1[CH:5]=[C:6]([CH:9]=[CH:10][C:3]=1[CH:1]=[C:19]([C:16]1[S:17][CH:18]=[C:14]([CH3:13])[N:15]=1)[C:20](=[O:21])[CH3:22])[C:7]#[N:8]. Procedure: 400 mg (2.48 mmol) of the compound from example 3A and 424 mg (2.73 mmol) of the compound from example 4A are dissolved in 10 ml of dichloromethane, and 0.245 ml (2.48 mmol) of piperidine and 0.142 ml (2.48 mmol) of acetic acid are added. The reaction mixture is heated under reflux with an inverse water trap overnight. The volatile components are then removed in a rotary evaporator, and the crude product is purified by preparative HPLC (eluent: acetonitrile/water with 0.1% formic acid, gradient ...